From a dataset of the Open Reaction Database (ORD), a public repository of structured organic reaction records. describe an organic reaction: reactants, conditions, products, and yield The reactants are C[N+]1([O-])CCOCC1, CC#N, CCC[N+](CCC)(CCC)CCC, Cl, [Na+], [Na+], O=[Ru](=O)(=O)[O-], O=S([O-])S(=O)[O-], O=S(O)S(=O)(=O)O, Cc1cc(-c2cc(C(=O)NCCCCCCCCc3ccccc3)cc(-c3ccc(F)c(C)c3)c2OCCO)ccc1F. Yields the product Cc1cc(-c2cc(C(=O)NCCCCCCCCc3ccccc3)cc(-c3ccc(F)c(C)c3)c2OCC(=O)O)ccc1F. As a reaction SMILES: [CH3:44][N+:45]1([O-:46])[CH2:47][CH2:49][O:48][CH2:50][CH2:51]1.[CH3:68][C:69]#[N:70].[CH3:71][CH2:72][CH2:73][N+:74]([CH2:75][CH2:76][CH3:77])([CH2:78][CH2:79][CH3:80])[CH2:81][CH2:82][CH3:83].[ClH:67].[Na+:58].[Na+:66].[O:84]=[Ru:85](=[O:86])([O-:87])=[O:88].[S:52]([S:53]([O-:54])=[O:55])([O-:56])=[O:57].[S:59]([S:60]([OH:61])=[O:62])([OH:63])(=[O:64])=[O:65].[c:1]1([CH2:7][CH2:8][CH2:9][CH2:10][CH2:11][CH2:12][CH2:13][CH2:14][NH:15][C:16]([c:17]2[cH:18][c:19](-[c:35]3[cH:36][c:37]([CH3:42])[c:38]([F:41])[cH:39][cH:40]3)[c:20]([O:31][CH2:32][CH2:33][OH:34])[c:21](-[c:23]3[cH:24][c:25]([CH3:30])[c:26]([F:29])[cH:27][cH:28]3)[cH:22]2)=[O:43])[cH:2][cH:3][cH:4][cH:5][cH:6]1>>[c:1]1([CH2:7][CH2:8][CH2:9][CH2:10][CH2:11][CH2:12][CH2:13][CH2:14][NH:15][C:16]([c:17]2[cH:18][c:19](-[c:35]3[cH:36][c:37]([CH3:42])[c:38]([F:41])[cH:39][cH:40]3)[c:20]([O:31][CH2:32][C:33](=[O:34])[OH:48])[c:21](-[c:23]3[cH:24][c:25]([CH3:30])[c:26]([F:29])[cH:27][cH:28]3)[cH:22]2)=[O:43])[cH:2][cH:3][cH:4][cH:5][cH:6]1.